Task: describe an organic reaction: reactants, conditions, products, and yield. Dataset: the Open Reaction Database (ORD), a public repository of structured organic reaction records Starting materials: [F-].[K+] (potassium fluoride), [Cl-].C(CCCCCCCCCCCCCCCCC)[N+](C)(C)C (octadecyltrimethylammonium chloride), ClC=1C=C(C=CC1Cl)[N+](=O)[O-] (3,4-dichloronitrobenzene). Reaction conditions: temperature 180 celsius. The product is ClC=1C=C(C=CC1F)[N+](=O)[O-] (3-chloro-4-fluoronitrobenzene), ClC=1C=C(C=CC1Cl)[N+](=O)[O-] (3,4-dichloronitrobenzene). The yield is 13.6%. RXN SMILES: [Cl-].C([N+](C)(C)C)CCCCCCCCCCCCCCCCC.[Cl:24][C:25]1[CH:26]=[C:27]([N+:32]([O-:34])=[O:33])[CH:28]=[CH:29][C:30]=1[Cl:31].[F-:35].[K+]>>[Cl:24][C:25]1[CH:26]=[C:27]([N+:32]([O-:34])=[O:33])[CH:28]=[CH:29][C:30]=1[F:35].[Cl:24][C:25]1[CH:26]=[C:27]([N+:32]([O-:34])=[O:33])[CH:28]=[CH:29][C:30]=1[Cl:31] |f:0.1,3.4|. Procedure: 70 g (0.2 mol) of octadecyltrimethylammonium chloride were dissolved in a melt of 2020 g (10.5 mol) of 3,4-dichloronitrobenzene at 50° C. with stirring, 580 g (10.0 mol) of potassium fluoride were suspended at 100° C. and this suspension was heated to 180° C. for 9 h. After cooling to about 60° C., the reaction suspension was filtered with suction, the liquid adhering to the residue was distilled off at 150° C./70 torr and the combined organic phases were fractionated with the addition of an aux... Starting materials: Clc1ccc(I)cn1, NCC1CC1. Product: Ic1ccc(NCC2CC2)nc1. As a reaction SMILES: [Cl:1][c:2]1[n:3][cH:4][c:5]([I:8])[cH:6][cH:7]1.[NH2:9][CH2:10][CH:11]1[CH2:12][CH2:13]1>>[c:2]1([NH:9][CH2:10][CH:11]2[CH2:12][CH2:13]2)[n:3][cH:4][c:5]([I:8])[cH:6][cH:7]1. Starting materials: CN(C)c1cc(Nc2cccc(OCc3ccccc3)c2)nc(S(C)=O)n1, Clc1ccccc1, Cl, Cl, c1cnc(N2CCNCC2)nc1. Product: CN(C)c1cc(Nc2cccc(OCc3ccccc3)c2)nc(N2CCN(c3ncccn3)CC2)n1. As a reaction SMILES: [CH2:1]([c:2]1[cH:3][cH:4][cH:5][cH:6][cH:7]1)[O:8][c:9]1[cH:10][c:11]([NH:15][c:16]2[n:17][c:18]([S:25]([CH3:26])=[O:27])[n:19][c:20]([N:22]([CH3:23])[CH3:24])[cH:21]2)[cH:12][cH:13][cH:14]1.[Cl:42][c:43]1[cH:44][cH:45][cH:46][cH:47][cH:48]1.[ClH:28].[ClH:29].[N:30]1([c:36]2[n:37][cH:38][cH:39][cH:40][n:41]2)[CH2:31][CH2:32][NH:33][CH2:34][CH2:35]1>>[CH2:1]([c:2]1[cH:3][cH:4][cH:5][cH:6][cH:7]1)[O:8][c:9]1[cH:10][c:11]([NH:15][c:16]2[n:17][c:18]([N:33]3[CH2:32][CH2:31][N:30]([c:36]4[n:37][cH:38][cH:39][cH:40][n:41]4)[CH2:35][CH2:34]3)[n:19][c:20]([N:22]([CH3:23])[CH3:24])[cH:21]2)[cH:12][cH:13][cH:14]1. Reactants: solution, C(C)OC1=CC2=C(N=C(S2)S(=O)(=O)N)C=C1 (6-ethoxy-2-benzothiazolesulfonamide), ice water. The solvent is C(Cl)Cl (CH2Cl2). Conditions: time 20 minute. Yields the product OC1=CC2=C(N=C(S2)S(=O)(=O)N)C=C1 (6-Hydroxy-2-Benzothiazolesulfonamide). The yield is 76.0%. RXN SMILES: C([O:3][C:4]1[CH:16]=[CH:15][C:7]2[N:8]=[C:9]([S:11]([NH2:14])(=[O:13])=[O:12])[S:10][C:6]=2[CH:5]=1)C>C(Cl)Cl>[OH:3][C:4]1[CH:16]=[CH:15][C:7]2[N:8]=[C:9]([S:11]([NH2:14])(=[O:13])=[O:12])[S:10][C:6]=2[CH:5]=1. Procedure: A 1 M solution of BBR in MCH2C12 (23 ml., 0.022 mol) was cooled to -80° C. in a dry ice/acetone bath stirred for 20 minutes. (The reaction was accomplished under a nitrogen atmosphere.) A suspension of 6-ethoxy-2-benzothiazolesulfonamide (0.5g., 0.002 mol) in 75 ml of CH2Cl2 was added slowly to the coole bath and stirred at room temperature overnight. The reaction was poured into ice water and filtered to yield 0.35 g of product (73.8% yield). The product was purified by recrystallization from m... The reactants are [Al+3], OCC1CN(Cc2ccccc2)CC=C1c1ccc(F)cc1, C1CCOC1, Cc1ccccc1, [Cl-], [Cl-], [H-], [H-], [H-], [H-], [Li+], [Mg+2], [Na+], [OH-]. The product is OCC1CN(Cc2ccccc2)CCC1c1ccc(F)cc1. As a reaction SMILES: [Al+3:2].[CH2:10]([c:11]1[cH:12][cH:13][cH:14][cH:15][cH:16]1)[N:17]1[CH2:18][CH:19]([CH2:30][OH:31])[C:20]([c:23]2[cH:24][cH:25][c:26]([F:29])[cH:27][cH:28]2)=[CH:21][CH2:22]1.[CH2:34]1[O:35][CH2:36][CH2:37][CH2:38]1.[CH3:39][c:40]1[cH:41][cH:42][cH:43][cH:44][cH:45]1.[Cl-:7].[Cl-:9].[H-:1].[H-:4].[H-:5].[H-:6].[Li+:3].[Mg+2:8].[Na+:33].[OH-:32]>>[CH2:10]([c:11]1[cH:12][cH:13][cH:14][cH:15][cH:16]1)[N:17]1[CH2:18][CH:19]([CH2:30][OH:31])[CH:20]([c:23]2[cH:24][cH:25][c:26]([F:29])[cH:27][cH:28]2)[CH2:21][CH2:22]1.